Dataset: the Open Reaction Database (ORD), a public repository of structured organic reaction records. Task: describe an organic reaction: reactants, conditions, products, and yield Reactants: 4, S(=O)(=O)(O)C1=CC=C(C)C=C1.C12C=3C=C4N=CC=NC4=CC3C(CNC1)C2 (5,8,14-Triazatetracyclo[10.3.1.02,11.04,9]hexadeca-2(11),3,5,7,9-pentaene Tosylate salt), C([O-])(O)=O.[Na+] (sodium bicarbonate). Solvent: O (water). Run at temperature 27.5 celsius, time 30 minute. The product is C12C=3C=C4N=CC=NC4=CC3C(CNC1)C2 (5,8,14-Triazatetracyclo[10.3.1.02,11.04,9]hexadeca-2(11),3,5,7,9-pentaene). Reaction SMILES: S(C1C=CC(C)=CC=1)(O)(=O)=O.[CH:12]12[CH2:27][CH:23]([CH2:24][NH:25][CH2:26]1)[C:22]1[CH:21]=[C:20]3[C:15]([N:16]=[CH:17][CH:18]=[N:19]3)=[CH:14][C:13]2=1.C(=O)(O)[O-].[Na+]>O>[CH:23]12[CH2:27][CH:12]([CH2:26][NH:25][CH2:24]1)[C:13]1[CH:14]=[C:15]3[C:20]([N:19]=[CH:18][CH:17]=[N:16]3)=[CH:21][C:22]2=1 |f:0.1,2.3|. Procedure details: A 250 ml 4 neck round bottom flask equipped with mechanical stirrer, Thermo pocket was charged with DM water (15 ml) and 5,8,14-Triazatetracyclo[10.3.1.02,11.04,9]hexadeca-2(11),3,5,7,9-pentaene Tosylate salt (5 g, having a total purity of 99.71%). The above suspension was stirred for 30 min at 25-30° C. To this was added 8% aqueous sodium bicarbonate solution (150 ml) to adjust the pH to 8.0-9.0 at 25-30° C. MDC (30 ml) was added to this solution. The resulting mixture was stirred for 30 minute... The reactants are CCOCC, COc1ccc(C=O)cc1, Cc1ccccc1, CC(C=O)=P(c1ccccc1)(c1ccccc1)c1ccccc1. Product: COc1ccc(C=C(C)C=O)cc1. Reaction SMILES: [CH2:41]([O:42][CH2:43][CH3:44])[CH3:45].[CH3:1][O:2][c:3]1[cH:4][cH:5][c:6]([CH:7]=[O:8])[cH:9][cH:10]1.[CH3:34][c:35]1[cH:36][cH:37][cH:38][cH:39][cH:40]1.[CH:11](=[O:12])[C:13]([CH3:14])=[P:15]([c:16]1[cH:17][cH:18][cH:19][cH:20][cH:21]1)([c:22]1[cH:23][cH:24][cH:25][cH:26][cH:27]1)[c:28]1[cH:29][cH:30][cH:31][cH:32][cH:33]1>>[CH3:1][O:2][c:3]1[cH:4][cH:5][c:6]([CH:7]=[C:13]([CH:11]=[O:12])[CH3:14])[cH:9][cH:10]1. Procedure: A suspension of 0.27 (0.82 mmol) of 6-chloro-7-(3-fluorophenyl)-1,2,3,4-tetrahydropyrrolo[1,2-a]pyrazine-8-carboxamide hydrochloride, 0.37 g (1.06 mmol) of 4-nitrophenyl[4-[(1,1-dimethylethoxy)imino]cyclohexyl]-carbamate and 0.33 g (2.45 mmol) of sodium carbonate in 30 ml of acetonitrile is heated at 60° C. for 3 hours. After cooling, the mixture is poured into water and the product is extracted with dichloromethane. After drying over sodium sulfate and filtration, the solvent is evaporated off ... The solvent is C(C)#N (acetonitrile). Reactants: 0.27, Cl.ClC1=C(C(=C2N1CCNC2)C(=O)N)C2=CC(=CC=C2)F (6-chloro-7-(3-fluorophenyl)-1,2,3,4-tetrahydropyrrolo[1,2-a]pyrazine-8-carboxamide hydrochloride), [N+](=O)([O-])C1=CC=C(C=C1)N(C([O-])=O)C1CCC(CC1)=NOC(C)(C)C (4-nitrophenyl[4-[(1,1-dimethylethoxy)imino]cyclohexyl]-carbamate), C([O-])([O-])=O.[Na+].[Na+] (sodium carbonate), O (water). Conditions: temperature 60 celsius. The product is ClC1=C(C(=C2N1CCN(C2)C(=O)NC2CCC(CC2)=NOC(C)(C)C)C(=O)N)C2=CC(=CC=C2)F (6-chloro-7-(3-fluorophenyl)-N2-[4-[(1,1-dimethylethoxy)imino]cyclohexyl]-3,4-dihydropyrrolo-[1,2-a]pyrazine-2,8(1H)-dicarboxamide). As a reaction SMILES: Cl.[Cl:2][C:3]1[N:7]2[CH2:8][CH2:9][NH:10][CH2:11][C:6]2=[C:5]([C:12]([NH2:14])=[O:13])[C:4]=1[C:15]1[CH:20]=[CH:19][CH:18]=[C:17]([F:21])[CH:16]=1.[N+](C1C=CC([N:31]([CH:35]2[CH2:40][CH2:39][C:38](=[N:41][O:42][C:43]([CH3:46])([CH3:45])[CH3:44])[CH2:37][CH2:36]2)[C:32](=O)[O-:33])=CC=1)([O-])=O.C(=O)([O-])[O-].[Na+].[Na+].O>C(#N)C>[Cl:2][C:3]1[N:7]2[CH2:8][CH2:9][N:10]([C:32]([NH:31][CH:35]3[CH2:40][CH2:39][C:38](=[N:41][O:42][C:43]([CH3:46])([CH3:45])[CH3:44])[CH2:37][CH2:36]3)=[O:33])[CH2:11][C:6]2=[C:5]([C:12]([NH2:14])=[O:13])[C:4]=1[C:15]1[CH:20]=[CH:19][CH:18]=[C:17]([F:21])[CH:16]=1 |f:0.1,3.4.5|. Yields the product [Br-], COc1ccc(CCC[N+](C)(C)CCNC(=O)c2nc(Cl)c(N)nc2N)cc1. Reactants: COc1ccc(CCCBr)cc1, CN(C)CCNC(=O)c1nc(Cl)c(N)nc1N, CC(C)=O. Reaction SMILES: [Br:18][CH2:19][CH2:20][CH2:21][c:22]1[cH:23][cH:24][c:25]([O:28][CH3:29])[cH:26][cH:27]1.[CH3:1][N:2]([CH2:3][CH2:4][NH:5][C:6](=[O:7])[c:8]1[n:9][c:10]([Cl:16])[c:11]([NH2:15])[n:12][c:13]1[NH2:14])[CH3:17].[CH3:30][C:31](=[O:32])[CH3:33]>>[Br-:18].[CH3:1][N+:2]([CH2:3][CH2:4][NH:5][C:6](=[O:7])[c:8]1[n:9][c:10]([Cl:16])[c:11]([NH2:15])[n:12][c:13]1[NH2:14])([CH3:17])[CH2:19][CH2:20][CH2:21][c:22]1[cH:23][cH:24][c:25]([O:28][CH3:29])[cH:26][cH:27]1.